describe an organic reaction: reactants, conditions, products, and yield From a dataset of the Open Reaction Database (ORD), a public repository of structured organic reaction records. Starting materials: O=C1N(C(C2=CC=CC=C12)=O)[C@@H]1[C@@H](CCCC1)NC(OC(C)(C)C)=O (cis-tert-butyl 2-(1,3-dioxoisoindolin-2-yl)cyclohexylcarbamate), C(\C=C/C(=O)O)(=O)O (maleic acid), O.NN (Hydrazine hydrate). Run in C1(=CC=CC=C1)C (toluene). Conditions: temperature 80 celsius, time 20 minute. Yields the product C(\C=C/C(=O)O)(=O)O (maleic acid), N[C@@H]1[C@@H](CCCC1)NC(OC(C)(C)C)=O (cis-tert-Butyl 2-aminocyclohexylcarbamate). Isolated yield 93.5%. Reaction SMILES: O=C1C2C(=CC=CC=2)C(=O)[N:3]1[C@H:12]1[CH2:17][CH2:16][CH2:15][CH2:14][C@H:13]1[NH:18][C:19](=[O:25])[O:20][C:21]([CH3:24])([CH3:23])[CH3:22].O.NN.[C:29]([OH:36])(=[O:35])/[CH:30]=[CH:31]\[C:32]([OH:34])=[O:33]>C1(C)C=CC=CC=1>[C:29]([OH:36])(=[O:35])/[CH:30]=[CH:31]\[C:32]([OH:34])=[O:33].[NH2:3][C@H:12]1[CH2:17][CH2:16][CH2:15][CH2:14][C@H:13]1[NH:18][C:19](=[O:25])[O:20][C:21]([CH3:23])([CH3:22])[CH3:24] |f:1.2|. Reported procedure: Crude cis-tert-butyl 2-(1,3-dioxoisoindolin-2-yl)cyclohexylcarbamate (3.90 g) was dissolved in toluene (20 mL) and charged to a round bottom flask. Hydrazine hydrate (0.70 mL) was added and the mixture was heated to 80° C. for 2 h whereupon TLC analysis indicated the reaction was complete. The reaction was cooled to RT and the solids were filtered and washed with toluene (2×5 mL). The filtrates were washed with 2 N NaOH aq (10 mL) and phase separated. The aqueous phase was extracted with toluene... Reactants: COc1cc2c(cc1[N+](=O)[O-])NC(=O)CN(C(=O)OCc1ccccc1)C2, CCCCCC, CN(C)C=O, [H-], CCI, [Na+]. The product is CCN1C(=O)CN(C(=O)OCc2ccccc2)Cc2cc(OC)c([N+](=O)[O-])cc21. Reaction SMILES: [CH2:8]([c:9]1[cH:10][cH:11][cH:12][cH:13][cH:14]1)[O:15][C:16](=[O:17])[N:18]1[CH2:19][C:20](=[O:34])[NH:21][c:22]2[c:23]([cH:25][c:26]([O:32][CH3:33])[c:27]([N+:29](=[O:30])[O-:31])[cH:28]2)[CH2:24]1.[CH3:38][CH2:39][CH2:40][CH2:41][CH2:42][CH3:43].[CH3:3][N:4]([CH3:5])[CH:6]=[O:7].[H-:1].[I:35][CH2:36][CH3:37].[Na+:2]>>[CH2:8]([c:9]1[cH:10][cH:11][cH:12][cH:13][cH:14]1)[O:15][C:16](=[O:17])[N:18]1[CH2:19][C:20](=[O:34])[N:21]([CH2:36][CH3:37])[c:22]2[c:23]([cH:25][c:26]([O:32][CH3:33])[c:27]([N+:29](=[O:30])[O-:31])[cH:28]2)[CH2:24]1. Reactants: C(#N)COC1=C(CBr)C=CC=C1C (2-cyanomethoxy-3-methylbenzyl bromide), C1(O)=CC(O)=CC=C1 (resorcinol), C([O-])([O-])=O.[K+].[K+] (potassium carbonate). Run in C(C)#N (acetonitrile), CCOCC (ether). Reaction conditions: temperature 60 celsius. The product is OC=1C=C(OCC2=C(OCC#N)C(=CC=C2)C)C=CC1 ((2-[3-Hydroxyphenoxymethyl]-6-methylphenoxy)acetonitrile). As a reaction SMILES: [C:1]([CH2:3][O:4][C:5]1[C:12]([CH3:13])=[CH:11][CH:10]=[CH:9][C:6]=1[CH2:7]Br)#[N:2].[C:14]1([CH:21]=[CH:20][CH:19]=[C:17]([OH:18])[CH:16]=1)[OH:15].C(=O)([O-])[O-].[K+].[K+]>C(#N)C.CCOCC>[OH:15][C:14]1[CH:16]=[C:17]([CH:19]=[CH:20][CH:21]=1)[O:18][CH2:7][C:6]1[CH:9]=[CH:10][CH:11]=[C:12]([CH3:13])[C:5]=1[O:4][CH2:3][C:1]#[N:2] |f:2.3.4|. Procedure details: Heated (60° C.) a mixture of 2-cyanomethoxy-3-methylbenzyl bromide (10.2 g, 42.7 mmoles, example 24), resorcinol (18.8 g, 171 mmoles), and potassium carbonate (47.2 g, 342 mmoles) in acetonitrile (140 mL) for two hours. The reaction is diluted with ether and washed three times with distilled water, once with brine, and dried over MgSO4. The organic layer is isolated and concentrated, and the resulting residue is purified by column chromatography (silica, 5% EtOAc/CH2Cl2) to yield the title compo...